This data is from the Open Reaction Database (ORD), a public repository of structured organic reaction records. The task is: describe an organic reaction: reactants, conditions, products, and yield As a reaction SMILES: [CH3:12][O:13][c:14]1[cH:15][cH:16][cH:17][cH:18][c:19]1[O:20][CH3:21].[ClH:11].[OH:1][CH2:2][c:3]1[c:4](=[O:10])[nH:5][c:6](=[O:9])[nH:7][cH:8]1>>[CH2:2]([c:3]1[c:4](=[O:10])[nH:5][c:6](=[O:9])[nH:7][cH:8]1)[c:16]1[cH:15][c:14]([O:13][CH3:12])[c:19]([O:20][CH3:21])[cH:18][cH:17]1. The reactants are COc1ccccc1OC, Cl, O=c1[nH]cc(CO)c(=O)[nH]1. Product: COc1ccc(Cc2c[nH]c(=O)[nH]c2=O)cc1OC. Reactants: N1=C2C(=NS1)C(=CC=C2)S(=O)(=O)NC2=C(C(=O)O)C=CC(=C2)I (2-(Benzo[1,2,5]thiadiazole-4-sulfonylamino)-4-iodobenzoic acid), Cl.N[C@@H]([C@@H](O)C1=CC(=CC=C1)Br)C ((1S,2R)-2-amino-1-(3-bromo-phenyl)-propan-1-ol hydrochloride salt). The product is N1=C2C(=NS1)C(=CC=C2)S(=O)(=O)NC2=C(C(=O)N[C@@H]([C@@H](O)C1=CC(=CC=C1)Br)C)C=CC(=C2)I (2-(Benzo[1,2,5]thiadiazole-4-sulfonylamino)-N-[(2S,1R)-2-(3-bromo-phenyl)-2-hydroxy-1-methyl-ethyl]-4-iodo-benzamide). Reaction SMILES: [N:1]1[S:5][N:4]=[C:3]2[C:6]([S:10]([NH:13][C:14]3[CH:22]=[C:21]([I:23])[CH:20]=[CH:19][C:15]=3[C:16](O)=[O:17])(=[O:12])=[O:11])=[CH:7][CH:8]=[CH:9][C:2]=12.Cl.[NH2:25][C@H:26]([CH3:36])[C@H:27]([C:29]1[CH:34]=[CH:33][CH:32]=[C:31]([Br:35])[CH:30]=1)[OH:28]>>[N:1]1[S:5][N:4]=[C:3]2[C:6]([S:10]([NH:13][C:14]3[CH:22]=[C:21]([I:23])[CH:20]=[CH:19][C:15]=3[C:16]([NH:25][C@H:26]([CH3:36])[C@H:27]([C:29]3[CH:34]=[CH:33][CH:32]=[C:31]([Br:35])[CH:30]=3)[OH:28])=[O:17])(=[O:12])=[O:11])=[CH:7][CH:8]=[CH:9][C:2]=12 |f:1.2|. Reported procedure: 2-(Benzo[1,2,5]thiadiazole-4-sulfonylamino)-4-iodobenzoic acid was coupled with (1S,2R)-2-amino-1-(3-bromo-phenyl)-propan-1-ol hydrochloride salt (EXAMPLE 108, Part E) as in Example 1, Part C (11 mg, 16%). HPLC: RT=10.19 min. MS (ESI−): mass calcd. for C22H18BrIN4O4S2, 673.34; m/z found, 671/673 [M−H]−. 1H NMR (500 MHz, CDCl3): 11.45 (s, 1H), 8.37 (d, J=7.0, 1H), 8.23 (d, J=8.8, 1H), 8.08 (d, J=1.5, 1H), 7.73 (dd, J=8.8, 7.1, 1H), 7.55-7.53 (m, 1H), 7.47-7.43 (m, 1H), 7.33 (dd, J=8.2, 1.5, 1H), ... Starting materials: C(C1=CC=CC=C1)(C1=CC=CC=C1)(C1=CC=CC=C1)N1N=CC(=C1)CO (1-trityl-4-hydroxymethylpyrazole), [H-].[Na+] (sodium hydride), IC (iodomethane). Run in O1CCCC1 (tetrahydrofuran). Product: C(C1=CC=CC=C1)(C1=CC=CC=C1)(C1=CC=CC=C1)N1N=CC(=C1)COC (1-trityl-4-methoxymethylpyrazole). RXN SMILES: [C:1]([N:20]1[CH:24]=[C:23]([CH2:25][OH:26])[CH:22]=[N:21]1)([C:14]1[CH:19]=[CH:18][CH:17]=[CH:16][CH:15]=1)([C:8]1[CH:13]=[CH:12][CH:11]=[CH:10][CH:9]=1)[C:2]1[CH:7]=[CH:6][CH:5]=[CH:4][CH:3]=1.[H-].[Na+].I[CH3:30]>O1CCCC1>[C:1]([N:20]1[CH:24]=[C:23]([CH2:25][O:26][CH3:30])[CH:22]=[N:21]1)([C:8]1[CH:9]=[CH:10][CH:11]=[CH:12][CH:13]=1)([C:2]1[CH:7]=[CH:6][CH:5]=[CH:4][CH:3]=1)[C:14]1[CH:15]=[CH:16][CH:17]=[CH:18][CH:19]=1 |f:1.2|. Reported procedure: This compound is obtained by reacting 1-trityl-4-hydroxymethylpyrazole (555 mg; 1.63 mmol) in dry tetrahydrofuran with sodium hydride (98 mg; 2.44 mmol) and iodomethane (0.5 mL; 8.15 mmol). Yield: 93° A) (536 mg, 1.51 mmol). Reactants: C(C)(C)(C)OC(NN)=O (t-butylcarbazate), C(=O)([O-])[O-].[Cs+].[Cs+] (Cs2CO3), COC(C1=C(C(=C(C=C1Br)F)F)NC1=C(C=CC=C1)Cl)=O (6-bromo-2-(2-chlorophenylamino)-3,4-difluorobenzoic acid methyl ester). Reagents/catalysts: C=1C=CC(=CC1)/C=C/C(=O)/C=C/C2=CC=CC=C2.C=1C=CC(=CC1)/C=C/C(=O)/C=C/C2=CC=CC=C2.C=1C=CC(=CC1)/C=C/C(=O)/C=C/C2=CC=CC=C2.[Pd].[Pd] (Pd2(dba)3), C1=CC=C(C=C1)P([C-]2C=CC=C2)C3=CC=CC=C3.C1=CC=C(C=C1)P([C-]2C=CC=C2)C3=CC=CC=C3.[Fe+2] (dppf). Solvent: C1(=CC=CC=C1)C (PhMe), C(Cl)Cl (methylene chloride). Run at time 16 hour. The product is COC(C1=C(C(=C(C=C1NNC(=O)OC(C)(C)C)F)F)NC1=C(C=CC=C1)Cl)=O (6-(N′-tert-butoxycarbonyl-hydrazino)-2-(2-chlorophenylamino)-3,4-difluorobenzoic acid methyl ester). RXN SMILES: [C:1]([O:5][C:6](=[O:9])[NH:7][NH2:8])([CH3:4])([CH3:3])[CH3:2].C([O-])([O-])=O.[Cs+].[Cs+].[CH3:16][O:17][C:18](=[O:36])[C:19]1[C:24](Br)=[CH:23][C:22]([F:26])=[C:21]([F:27])[C:20]=1[NH:28][C:29]1[CH:34]=[CH:33][CH:32]=[CH:31][C:30]=1[Cl:35]>C1(C)C=CC=CC=1.C(Cl)Cl.C1C=CC(/C=C/C(/C=C/C2C=CC=CC=2)=O)=CC=1.C1C=CC(/C=C/C(/C=C/C2C=CC=CC=2)=O)=CC=1.C1C=CC(/C=C/C(/C=C/C2C=CC=CC=2)=O)=CC=1.[Pd].[Pd].C1C=CC(P(C2C=CC=CC=2)[C-]2C=CC=C2)=CC=1.C1C=CC(P(C2C=CC=CC=2)[C-]2C=CC=C2)=CC=1.[Fe+2]>[CH3:16][O:17][C:18](=[O:36])[C:19]1[C:24]([NH:8][NH:7][C:6]([O:5][C:1]([CH3:4])([CH3:3])[CH3:2])=[O:9])=[CH:23][C:22]([F:26])=[C:21]([F:27])[C:20]=1[NH:28][C:29]1[CH:34]=[CH:33][CH:32]=[CH:31][C:30]=1[Cl:35] |f:1.2.3,7.8.9.10.11,12.13.14|. Procedure: Pd2(dba)3 (4 mol %), t-butylcarbazate (4.00 equivalents), dppf (12 mol %) and Cs2CO3 (1.00 equivalent) are added to a solution of 6-bromo-2-(2-chlorophenylamino)-3,4-difluorobenzoic acid methyl ester (1.00 equivalent) in PhMe. The reaction mixture is heated in a sealed vial charged under a N2 atmosphere to 100° C. and stirred for 16 hours. After cooling to room temperature, the reaction mixture is diluted with methylene chloride and filtered. The filtrate is concentrated under reduced pressure. ... The reactants are BrC1=C(C=C(C=C1)C(C=P(C1=CC=CC=C1)(C1=CC=CC=C1)C1=CC=CC=C1)=O)C (1-(4-Bromo-3-methyl-phenyl)-2-(triphenylphosphanylidene)-ethanone), ClC=1C=C(C=C(C1)Cl)C(C(F)(F)F)=O (1-(3,5-Dichloro-phenyl)-2,2,2-trifluoro-ethanone). Solvent: C1(=CC=CC=C1)C (toluene). The product is BrC1=C(C=C(C=C1)C(C=C(C(F)(F)F)C1=CC(=CC(=C1)Cl)Cl)=O)C (1-(4-Bromo-3-methyl-phenyl)-3-(3,5-dichloro-phenyl)-4,4,4-trifluoro-but-2-en-1-one). Isolated yield 86.8%. RXN SMILES: [Br:1][C:2]1[CH:7]=[CH:6][C:5]([C:8](=[O:29])[CH:9]=P(C2C=CC=CC=2)(C2C=CC=CC=2)C2C=CC=CC=2)=[CH:4][C:3]=1[CH3:30].[Cl:31][C:32]1[CH:33]=[C:34]([C:39](=O)[C:40]([F:43])([F:42])[F:41])[CH:35]=[C:36]([Cl:38])[CH:37]=1>C1(C)C=CC=CC=1>[Br:1][C:2]1[CH:7]=[CH:6][C:5]([C:8](=[O:29])[CH:9]=[C:39]([C:34]2[CH:35]=[C:36]([Cl:38])[CH:37]=[C:32]([Cl:31])[CH:33]=2)[C:40]([F:43])([F:42])[F:41])=[CH:4][C:3]=1[CH3:30]. Reported procedure: 473 mg of 1-(4-Bromo-3-methyl-phenyl)-2-(triphenylphosphanylidene)-ethanone (Va) was refluxed with 243 mg of 1-(3,5-Dichloro-phenyl)-2,2,2-trifluoro-ethanone (VIa) (Journal of Physical Organic Chemistry (1989), 2(4), 363-6) in 3 ml of toluene for 3 hours. The solvent was then evaporated, and the residue was triturated with the mixture hexane:ethyl acetate 20:1. The solid that separated was filtered off and the filtrate after evaporation was purified on silica gel (40 g, hexane:acetate 10:1) givi... Starting materials: C(C1=CC=CC=C1)[C@H]1N(C[C@@H]2N(C1)C[C@H](CC2)OS(=O)(=O)C)C(C2=CC(=CC(=C2)C(F)(F)F)C(F)(F)F)=O (methanesulfonic acid (3R,7S,9aR)-3-benzyl-2-(3,5-bis(trifluoromethyl)benzoyl)-octahydropyrido[1,2-a]pyrazin-7-yl ester), N1CCOCC1 (morpholine). Solvent: C(C)#N (acetonitrile). Reaction conditions: temperature 80 celsius. Yields the product FC(C=1C=C(C=C(C1)C(F)(F)F)C(=O)N1C[C@@H]2N(C[C@H]1CC1=CC=CC=C1)C[C@@H](CC2)N2CCOCC2)(F)F (3,5-bis(trifluoromethyl)phenyl-[(3R,7R,9aR)-3-benzyl-7-morpholin-4-yl-octahydropyrido[1,2-a]pyrazin-2-yl]-methanone), FC(C=1C=C(C=C(C1)C(F)(F)F)C(=O)N1C[C@@H]2N(C[C@H]1CC1=CC=CC=C1)C[C@H](CC2)N2CCOCC2)(F)F (3,5-bis(trifluoromethyl)phenyl-[(3R,7S,9aR)-3-benzyl-7-morpholin-4-yl-octahydropyrido[1,2-a]pyrazin-2-yl]-methanone). As a reaction SMILES: [CH2:1]([C@@H:8]1[CH2:13][N:12]2[CH2:14][C@@H:15](OS(C)(=O)=O)[CH2:16][CH2:17][C@@H:11]2[CH2:10][N:9]1[C:23](=[O:38])[C:24]1[CH:29]=[C:28]([C:30]([F:33])([F:32])[F:31])[CH:27]=[C:26]([C:34]([F:37])([F:36])[F:35])[CH:25]=1)[C:2]1[CH:7]=[CH:6][CH:5]=[CH:4][CH:3]=1.[NH:39]1[CH2:44][CH2:43][O:42][CH2:41][CH2:40]1>C(#N)C>[F:31][C:30]([F:33])([F:32])[C:28]1[CH:29]=[C:24]([C:23]([N:9]2[C@H:8]([CH2:1][C:2]3[CH:3]=[CH:4][CH:5]=[CH:6][CH:7]=3)[CH2:13][N:12]3[CH2:14][C@H:15]([N:39]4[CH2:44][CH2:43][O:42][CH2:41][CH2:40]4)[CH2:16][CH2:17][C@@H:11]3[CH2:10]2)=[O:38])[CH:25]=[C:26]([C:34]([F:36])([F:35])[F:37])[CH:27]=1.[F:31][C:30]([F:33])([F:32])[C:28]1[CH:29]=[C:24]([C:23]([N:9]2[C@H:8]([CH2:1][C:2]3[CH:3]=[CH:4][CH:5]=[CH:6][CH:7]=3)[CH2:13][N:12]3[CH2:14][C@@H:15]([N:39]4[CH2:44][CH2:43][O:42][CH2:41][CH2:40]4)[CH2:16][CH2:17][C@@H:11]3[CH2:10]2)=[O:38])[CH:25]=[C:26]([C:34]([F:36])([F:35])[F:37])[CH:27]=1. Procedure: A mixture of methanesulfonic acid (3R,7S,9aR)-3-benzyl-2-(3,5-bis(trifluoromethyl)benzoyl)-octahydropyrido[1,2-a]pyrazin-7-yl ester (1.97 g) and morpholine (0.44 mL) in acetonitrile (50 mL) was heated at 80° C. for 40 hours. After cooling to room temperature the mixture was concentrated in vacuo and the residue purified by flash-chromatography (SiO2, CH2Cl2/MeOH/NH4OH 980:18.75:1.25) to afford 3,5-bis(trifluoromethyl)phenyl-[(3R,7R,9aR)-3-benzyl-7-morpholin-4-yl-octahydropyrido[1,2-a]pyrazin-2-y... Starting materials: Cl (HCl), C(C)(C)(C)OC(=O)N[C@@H](C(C1=CC=C(C=C1)F)C1=CC=C(C=C1)F)C(=O)NC=1C=NC=C(C1CC[C@@H]1CN([C@@H](CO1)COC(NCC(F)(F)F)=O)C(=O)OC(C)(C)C)F (tert-Butyl (2R,5S)-2-[2-(3-{[N-(tert-butoxycarbonyl)-4-fluoro-β-(4-fluorophenyl)-L-phenylalanyl]amino}-5-fluoropyridin-4-yl)ethyl]-5-({[(2,2,2-trifluoroethyl)carbamoyl]oxy}methyl)morpholine-4-carboxylate). The solvent is O1CCOCC1 (dioxane), O1CCOCC1 (Dioxane). Reaction conditions: time 4 hour. The product is solid, Cl.Cl.Cl.FC1=CC=C(C([C@H](N)C(=O)NC=2C=NC=C(C2CC[C@@H]2CN[C@@H](CO2)COC(NCC(F)(F)F)=O)F)C2=CC=C(C=C2)F)C=C1 (4-Fluoro-β-(4-fluorophenyl)-N-(5-fluoro-4-{2-[(2R,5S)-5-({[(2,2,2-trifluoroethyl)carbamoyl]oxy}methyl)morpholin-2-yl]ethyl}pyridin-3-yl)-L-phenylalaninamide trihydrochloride). Isolated yield 94.4%. Reaction SMILES: [ClH:1].C(OC([NH:9][C@H:10]([C:26]([NH:28][C:29]1[CH:30]=[N:31][CH:32]=[C:33]([F:60])[C:34]=1[CH2:35][CH2:36][C@H:37]1[O:42][CH2:41][C@@H:40]([CH2:43][O:44][C:45](=[O:52])[NH:46][CH2:47][C:48]([F:51])([F:50])[F:49])[N:39](C(OC(C)(C)C)=O)[CH2:38]1)=[O:27])[CH:11]([C:19]1[CH:24]=[CH:23][C:22]([F:25])=[CH:21][CH:20]=1)[C:12]1[CH:17]=[CH:16][C:15]([F:18])=[CH:14][CH:13]=1)=O)(C)(C)C>O1CCOCC1>[ClH:1].[ClH:1].[ClH:1].[F:25][C:22]1[CH:21]=[CH:20][C:19]([CH:11]([C:12]2[CH:13]=[CH:14][C:15]([F:18])=[CH:16][CH:17]=2)[C@@H:10]([C:26]([NH:28][C:29]2[CH:30]=[N:31][CH:32]=[C:33]([F:60])[C:34]=2[CH2:35][CH2:36][C@H:37]2[O:42][CH2:41][C@@H:40]([CH2:43][O:44][C:45](=[O:52])[NH:46][CH2:47][C:48]([F:50])([F:49])[F:51])[NH:39][CH2:38]2)=[O:27])[NH2:9])=[CH:24][CH:23]=1 |f:3.4.5.6|. Procedure details: 4M HCl (3.54 mL, 14.17 mmol) in dioxane was added to a solution of tert-Butyl (2R,5S)-2-[2-(3-{[N-(tert-butoxycarbonyl)-4-fluoro-β-(4-fluorophenyl)-L-phenylalanyl]amino}-5-fluoropyridin-4-yl)ethyl]-5-({[(2,2,2-trifluoroethyl)carbamoyl]oxy}methyl)morpholine-4-carboxylate (1.19 g, 1.42 mmol) in Dioxane (14 mL) at ambient temperature and the reaction stirred for 4 hours. The solvent was removed in vacuo and ether was added to the residue. The title compound was filtered off as a white solid (1.00 g... Starting materials: C1(=CC=CC=C1)CC1=C(C(=S)O)C=CC=N1 (2-phenylmethylthionicotinic acid), C(=O)(N1C=NC=C1)N1C=NC=C1 (carbonyldiimidazole), C[O-].[Na+] (sodium methoxide). Run in CN(C=O)C (dimethylformamide), CO (methanol). Yields the product C1(=CC=CC=C1)CC1=C(C(=S)OC)C=CC=N1 (Methyl 2-phenylmethylthionicotinate). Isolated yield 95.3%. As a reaction SMILES: [C:1]1([CH2:7][C:8]2[N:16]=[CH:15][CH:14]=[CH:13][C:9]=2[C:10]([OH:12])=[S:11])[CH:6]=[CH:5][CH:4]=[CH:3][CH:2]=1.[C:17](N1C=CN=C1)(N1C=CN=C1)=O.C[O-].[Na+]>CN(C)C=O.CO>[C:1]1([CH2:7][C:8]2[N:16]=[CH:15][CH:14]=[CH:13][C:9]=2[C:10]([O:12][CH3:17])=[S:11])[CH:2]=[CH:3][CH:4]=[CH:5][CH:6]=1 |f:2.3|. Reported procedure: A solution of 18.3 g (75 mmol) of 2-phenylmethylthionicotinic acid and 16.2 g (100 mmol) of carbonyldiimidazole in 250 mL of dry dimethylformamide was stirred at room temperature for 2 hours. The solution was cooled to 0° and 25 mL of 4M sodium methoxide in methanol was added. After warming to room temperature the solution was partitioned between ether and water and the aqueous layer was washed with two portions of ether. The ether extracts were washed with brine, dried over MgSO4, and concentra... Reactants: [Al+3], O=C([O-])C(O)C(O)C(=O)[O-], CCOC(C)=O, Cc1cc(Cl)ccc1-c1nc2cc(F)c(F)cc2n1C(C(=O)O)C1CCCCC1, [H-], [H-], [H-], [H-], [K+], [Li+], [Na+], C1CCOC1. Product: Cc1cc(Cl)ccc1-c1nc2cc(F)c(F)cc2n1C(CO)C1CCCCC1. RXN SMILES: [Al+3:31].[C:36]([CH:37]([CH:38]([C:39]([O-:40])=[O:41])[OH:42])[OH:43])([O-:44])=[O:45].[CH3:48][CH2:49][O:50][C:51](=[O:52])[CH3:53].[Cl:1][c:2]1[cH:3][c:4]([CH3:29])[c:5](-[c:8]2[n:9][c:10]3[c:11]([n:12]2[CH:13]([C:14](=[O:15])[OH:16])[CH:17]2[CH2:18][CH2:19][CH2:20][CH2:21][CH2:22]2)[cH:23][c:24]([F:28])[c:25]([F:27])[cH:26]3)[cH:6][cH:7]1.[H-:30].[H-:33].[H-:34].[H-:35].[K+:46].[Li+:32].[Na+:47].[O:54]1[CH2:55][CH2:56][CH2:57][CH2:58]1>>[Cl:1][c:2]1[cH:3][c:4]([CH3:29])[c:5](-[c:8]2[n:9][c:10]3[c:11]([n:12]2[CH:13]([CH2:14][OH:15])[CH:17]2[CH2:18][CH2:19][CH2:20][CH2:21][CH2:22]2)[cH:23][c:24]([F:28])[c:25]([F:27])[cH:26]3)[cH:6][cH:7]1.